Task: describe an organic reaction: reactants, conditions, products, and yield. Dataset: the Open Reaction Database (ORD), a public repository of structured organic reaction records Reactants: COC(=O)c1nc2ccccn2c(=O)c1OC(=O)C(C)(C)C, CC#N, CC(=O)O, O=C1CCC(=O)N1Br. The product is COC(=O)c1nc2ccc(Br)cn2c(=O)c1OC(=O)C(C)(C)C. Reaction SMILES: [C:1]([C:2]([CH3:3])([CH3:4])[CH3:5])(=[O:6])[O:7][c:8]1[c:9]([C:19](=[O:20])[O:21][CH3:22])[n:10][c:11]2[n:12]([c:13]1=[O:14])[cH:15][cH:16][cH:17][cH:18]2.[CH3:31][C:32]#[N:33].[CH3:34][C:35](=[O:36])[OH:37].[O:23]=[C:24]1[N:25]([Br:30])[C:26](=[O:27])[CH2:28][CH2:29]1>>[C:1]([C:2]([CH3:3])([CH3:4])[CH3:5])(=[O:6])[O:7][c:8]1[c:9]([C:19](=[O:20])[O:21][CH3:22])[n:10][c:11]2[n:12]([c:13]1=[O:14])[cH:15][c:16]([Br:30])[cH:17][cH:18]2. Starting materials: CCOC(=O)CC(C)c1ccc(C2CCN(C(=O)OC(C)(C)C)C(O)C2)cc1, CO, [K+], [Na+], [OH-], O=S(=O)([O-])O. Yields the product CC(CC(=O)O)c1ccc(C2CCN(C(=O)OC(C)(C)C)C(O)C2)cc1. Reaction SMILES: [C:1](=[O:2])([O:3][C:4]([CH3:5])([CH3:6])[CH3:7])[N:8]1[CH:9]([OH:28])[CH2:10][CH:11]([c:14]2[cH:15][cH:16][c:17]([CH:20]([CH2:21][C:22](=[O:23])[O:24][CH2:25][CH3:26])[CH3:27])[cH:18][cH:19]2)[CH2:12][CH2:13]1.[CH3:37][OH:38].[K+:36].[Na+:30].[OH-:29].[S:31](=[O:32])(=[O:33])([OH:34])[O-:35]>>[C:1](=[O:2])([O:3][C:4]([CH3:5])([CH3:6])[CH3:7])[N:8]1[CH:9]([OH:28])[CH2:10][CH:11]([c:14]2[cH:15][cH:16][c:17]([CH:20]([CH2:21][C:22](=[O:23])[OH:24])[CH3:27])[cH:18][cH:19]2)[CH2:12][CH2:13]1.